From a dataset of the Open Reaction Database (ORD), a public repository of structured organic reaction records. describe an organic reaction: reactants, conditions, products, and yield The reactants are ClC1=CC=C(C=C1)C1=NOC(=C1COC=1C=C(N(N1)C)C(=O)O)CO (5-[3-(4-chloro-phenyl)-5-hydroxymethyl-isoxazol-4-ylmethoxy]-2-methyl-2H-pyrazole-3-carboxylic acid), NC1COCC1 (rac-3-aminotetrahydrofuran). Product: O1CC(CC1)NC(=O)C=1N(N=C(C1)OCC=1C(=NOC1CO)C1=CC=C(C=C1)Cl)C (Rac-5-[3-(4-Chloro-phenyl)-5-hydroxymethyl-isoxazol-4-ylmethoxy]-2-methyl-2H-pyrazole-3-carboxylic acid (tetrahydro-furan-3-yl)-amide). Yield: 61.0%. Reaction SMILES: [Cl:1][C:2]1[CH:7]=[CH:6][C:5]([C:8]2[C:12]([CH2:13][O:14][C:15]3[CH:16]=[C:17]([C:21]([OH:23])=O)[N:18]([CH3:20])[N:19]=3)=[C:11]([CH2:24][OH:25])[O:10][N:9]=2)=[CH:4][CH:3]=1.[NH2:26][CH:27]1[CH2:31][CH2:30][O:29][CH2:28]1>>[O:29]1[CH2:30][CH2:31][CH:27]([NH:26][C:21]([C:17]2[N:18]([CH3:20])[N:19]=[C:15]([O:14][CH2:13][C:12]3[C:8]([C:5]4[CH:4]=[CH:3][C:2]([Cl:1])=[CH:7][CH:6]=4)=[N:9][O:10][C:11]=3[CH2:24][OH:25])[CH:16]=2)=[O:23])[CH2:28]1. Procedure: As described for example 107, 5-[3-(4-chloro-phenyl)-5-hydroxymethyl-isoxazol-4-ylmethoxy]-2-methyl-2H-pyrazole-3-carboxylic acid (100 mg, 0.28 mmol) was converted, using rac-3-aminotetrahydrofuran instead of 2-amino-2-methyl-1-propanol, to the title compound (73 mg, 61%) which was obtained as a colorless gum. MS: m/e=433.3 [M+H]+.